Dataset: the Open Reaction Database (ORD), a public repository of structured organic reaction records. Task: describe an organic reaction: reactants, conditions, products, and yield Reactants: O1C(C1)CC1=CC=C(C=C1)O ((RS)-4-Oxiranylmethyl-phenol), ClC1=CC=C(CC2(CCNCC2)O)C=C1 (4-(4-Chloro-benzyl)-piperidin-4-ol). Yields the product Cl.ClC1=CC=C(CC2(CCN(CC2)CC(CC2=CC=C(C=C2)O)O)O)C=C1 ((RS)-4-(4-Chloro-benzyl)-1-[2-hydroxy-3-(4-hydroxy-phenyl)-propyl]-piperidin-4-ol hydrochloride). As a reaction SMILES: [O:1]1[CH2:3][CH:2]1[CH2:4][C:5]1[CH:10]=[CH:9][C:8]([OH:11])=[CH:7][CH:6]=1.[Cl:12][C:13]1[CH:26]=[CH:25][C:16]([CH2:17][C:18]2([OH:24])[CH2:23][CH2:22][NH:21][CH2:20][CH2:19]2)=[CH:15][CH:14]=1>>[ClH:12].[Cl:12][C:13]1[CH:14]=[CH:15][C:16]([CH2:17][C:18]2([OH:24])[CH2:19][CH2:20][N:21]([CH2:3][CH:2]([OH:1])[CH2:4][C:5]3[CH:10]=[CH:9][C:8]([OH:11])=[CH:7][CH:6]=3)[CH2:22][CH2:23]2)=[CH:25][CH:26]=1 |f:2.3|. Procedure details: The title compound, m.p. 172°-174° C. and MS: m/e=376.4 (M+H+), was prepared from (RS)-4-Oxiranylmethyl-phenol and 4-(4-Chloro-benzyl)-piperidin-4-ol. Reactants: C(C1=CC=CC=C1)(=O)OC1=CC=C(C=C1)C=1N=C2N(C=C(C=C2)OC)C1 (2-(4′-benzoyloxyphenyl)-6-methoxyimidazo[1,2-a]pyridine), B(Br)(Br)Br (boron tribromide), CO (methanol). The solvent is ClCCl (dichloromethane). Run at temperature -15 celsius, time 17 hour. Product: OC1=CC=C(C=C1)C=1N=C2N(C=C(C=C2)O)C1 (2-(4′-hydroxyphenyl)-6-hydroxyimidazo[1,2-a]pyridine). Yield: 89.5%. Reaction SMILES: C([O:9][C:10]1[CH:15]=[CH:14][C:13]([C:16]2[N:17]=[C:18]3[CH:23]=[CH:22][C:21]([O:24]C)=[CH:20][N:19]3[CH:26]=2)=[CH:12][CH:11]=1)(=O)C1C=CC=CC=1.B(Br)(Br)Br.CO>ClCCl>[OH:9][C:10]1[CH:11]=[CH:12][C:13]([C:16]2[N:17]=[C:18]3[CH:23]=[CH:22][C:21]([OH:24])=[CH:20][N:19]3[CH:26]=2)=[CH:14][CH:15]=1. Procedure details: 4.90 g (corresponding to 14.83 mmol) of 2-(4′-benzoyloxyphenyl)-6-methoxyimidazo[1,2-a]pyridine that was sufficiently dried to remove moisture was dissolved in 245 mL of chloroform and cooled down to −15° C. To this solution, a solution of 12.62 mL (corresponding to 133.48 mmol) of boron tribromide in 134 mL of dichloromethane was added dropwise. After the temperature of the resulting solution was raised to room temperature, the solution was stirred for 17 hours. After the completion of the reac... Starting materials: ClC1=NC=C(C=C1[N+](=O)[O-])[N+](=O)[O-] (2-chloro-3,5-dinitropyridine), C([O-])(O)=O.[K+] (potassium bicarbonate), NC1=NC=CC=C1 (2-aminopyridine). Product: [N+](=O)([O-])C=1C=NC=C(C1)[N+](=O)[O-] (3,5-dinitropyridine). Isolated yield 81.0%. Reaction SMILES: Cl[C:2]1[C:7]([N+:8]([O-:10])=[O:9])=[CH:6][C:5]([N+:11]([O-:13])=[O:12])=[CH:4][N:3]=1.C(=O)(O)[O-].[K+].NC1C=CC=CN=1>>[N+:11]([C:5]1[CH:4]=[N:3][CH:2]=[C:7]([N+:8]([O-:10])=[O:9])[CH:6]=1)([O-:13])=[O:12] |f:1.2|. Reported procedure: A mixture of 2-chloro-3,5-dinitropyridine (20.4 g, 0.10 mole) 15 ml absolute ethanol, potassium bicarbonate (11.0 g, 0.11 mole), and 2-aminopyridine (28.2 g, 0.30 mole) was refluxed for 24 hours. The mixture was concentrated to one-half of its volume and diluted with several volumes of water to precipitate solid. After further washing and drying 2-α-pyridylamino)-3,5-dinitropyridine (81% yield) was obtained as a golden, yellow solid. Anal. Calcd. for C10H7N5O4 : C, 46.0; H, 2.7; N, 26.8 Found: C... Reactants: COC(=O)C1=C(N(C=2N(C1C1=CC=C(C=C1)C#N)C(N(N2)CC2=CC=C(C=C2)CBr)=O)C2=CC(=CC=C2)C(F)(F)F)C (2-(4-Bromomethyl-benzyl)-5-(4-cyano-phenyl)-7-methyl-3-oxo-8-(3-trifluoromethyl-phenyl)-2,3,5,8-tetrahydro-[1,2,4]triazolo[4,3-a]pyrimidine-6-carboxylic acid methyl ester). Run in CN(C)C (trimethylamine), C(C)O (ethanol). Conditions: time 16 hour. Product: [Br-].C(#N)C1=CC=C(C=C1)C1C(=C(N(C=2N1C(N(N2)CC2=CC=C(C[N+](C)(C)C)C=C2)=O)C2=CC(=CC=C2)C(F)(F)F)C)C(=O)OC ({4-[5-(4-Cyano-phenyl)-6-methoxycarbonyl-7-methyl-3-oxo-8-(3-trifluoromethyl-phenyl)-5,8-dihydro-[1,2,4]triazolo[4,3-a]pyrimidin-2-ylmethyl]-benzyl}-trimethyl-ammonium bromide). Yield: 111.1%. RXN SMILES: [CH3:1][O:2][C:3]([C:5]1[CH:10]([C:11]2[CH:16]=[CH:15][C:14]([C:17]#[N:18])=[CH:13][CH:12]=2)[N:9]2[C:19](=[O:31])[N:20]([CH2:22][C:23]3[CH:28]=[CH:27][C:26]([CH2:29][Br:30])=[CH:25][CH:24]=3)[N:21]=[C:8]2[N:7]([C:32]2[CH:37]=[CH:36][CH:35]=[C:34]([C:38]([F:41])([F:40])[F:39])[CH:33]=2)[C:6]=1[CH3:42])=[O:4]>CN(C)C.C(O)C>[Br-:30].[C:17]([C:14]1[CH:15]=[CH:16][C:11]([CH:10]2[N:9]3[C:19](=[O:31])[N:20]([CH2:22][C:23]4[CH:24]=[CH:25][C:26]([CH2:29][N+:7]([CH3:32])([CH3:8])[CH3:6])=[CH:27][CH:28]=4)[N:21]=[C:8]3[N:7]([C:32]3[CH:37]=[CH:36][CH:35]=[C:34]([C:38]([F:40])([F:39])[F:41])[CH:33]=3)[C:6]([CH3:42])=[C:5]2[C:3]([O:2][CH3:1])=[O:4])=[CH:12][CH:13]=1)#[N:18] |f:3.4|. Procedure details: Intermediate 15 (105 mg, 0.16 mmol) was dissolved in a solution of 31% trimethylamine in ethanol. The reaction mixture was stirred at RT for 16 hours and then filtered. The solid was collected by filtration and dried in vacuo to yield the title compound as a white solid (62 mg). Reactants: C(O)([O-])=O.[Na+] (sodium hydrogen carbonate), C1(CC1)N (Cyclopropylamine), C(=O)C1=CC=C(C=C1)C#CC1=CC=C(C=C1)C(N(C)C(C(=O)OC)C(=O)NC)=O (1-formyl-4-[(4-{[1-methoxy-3-(methylamino)-1,3-dioxopropan-2-yl](methyl)carbamoyl}phenyl)ethynyl]benzene), C(C)(=O)O[BH-](OC(C)=O)OC(C)=O.[Na+] (sodium triacetoxyborohydride). The solvent is C(Cl)(Cl)Cl (chloroform), C(C)(=O)O (acetic acid). Run at time 2.5 hour. Yields the product C1(CC1)NCC1=CC=C(C=C1)C#CC1=CC=C(C=C1)C(N(C)C(C(=O)OC)C(=O)NC)=O (1-[(cyclopropylamino)methyl]-4-[(4-{[1-methoxy-3-(methylamino)-1,3-dioxopropan-2-yl](methyl)carbamoyl}phenyl)ethynyl]benzene). Yield: 76.0%. Reaction SMILES: [CH:1]1([NH2:4])[CH2:3][CH2:2]1.[CH:5]([C:7]1[CH:12]=[CH:11][C:10]([C:13]#[C:14][C:15]2[CH:20]=[CH:19][C:18]([C:21](=[O:33])[N:22]([CH:24]([C:29]([NH:31][CH3:32])=[O:30])[C:25]([O:27][CH3:28])=[O:26])[CH3:23])=[CH:17][CH:16]=2)=[CH:9][CH:8]=1)=O.C(O[BH-](OC(=O)C)OC(=O)C)(=O)C.[Na+].C(=O)([O-])O.[Na+]>C(Cl)(Cl)Cl.C(O)(=O)C>[CH:1]1([NH:4][CH2:5][C:7]2[CH:8]=[CH:9][C:10]([C:13]#[C:14][C:15]3[CH:20]=[CH:19][C:18]([C:21](=[O:33])[N:22]([CH:24]([C:29]([NH:31][CH3:32])=[O:30])[C:25]([O:27][CH3:28])=[O:26])[CH3:23])=[CH:17][CH:16]=3)=[CH:11][CH:12]=2)[CH2:3][CH2:2]1 |f:2.3,4.5|. Procedure: Cyclopropylamine (0.15 g) and acetic acid (0.16 g) were added to a chloroform (20 mL) solution of 1-formyl-4-[(4-{[1-methoxy-3-(methylamino)-1,3-dioxopropan-2-yl](methyl)carbamoyl}phenyl)ethynyl]benzene (1.0 g) as obtained in Example 10-(5), and the mixture was stirred for 2.5 hours at room temperature. Then, sodium triacetoxyborohydride (0.89 g) was added, and the mixture was stirred for 15 hours at room temperature. A saturated aqueous solution of sodium hydrogen carbonate was added to the rea... The reactants are BrC1=CC(=C(C(=O)O)C=C1)F (4-bromo-2-fluorobenzoic acid), C[Si](C)(C)C=[N+]=[N-] ((trimethylsilyl)diazomethane), hexanes. The solvent is C1CCOC1 (THF), CO (methanol). Product: BrC1=CC(=C(C(=O)OC)C=C1)F (methyl 4-bromo-2-fluorobenzoate). RXN SMILES: [Br:1][C:2]1[CH:10]=[CH:9][C:5]([C:6]([OH:8])=[O:7])=[C:4]([F:11])[CH:3]=1.[CH3:12][Si](C=[N+]=[N-])(C)C>C1COCC1.CO>[Br:1][C:2]1[CH:10]=[CH:9][C:5]([C:6]([O:8][CH3:12])=[O:7])=[C:4]([F:11])[CH:3]=1. Procedure details: To a solution of 4-bromo-2-fluorobenzoic acid (2.0 g, 9.1 mmol) in THF (24 mL) and methanol (6 mL) at 0° C. was added a solution of (trimethylsilyl)diazomethane in hexanes (2.0 M, 5.46 mL, 10.9 mmol). The yellow solution was allowed to gradually warm to room temperature over 1 h. The volatile materials were removed and the residue was treated with aqueous hydrochloric acid (1 M). The aqueous mixture was extracted with ethyl acetate. The organic extract was dried over magnesium sulfate, filtered,...